describe an organic reaction: reactants, conditions, products, and yield From a dataset of the Open Reaction Database (ORD), a public repository of structured organic reaction records. Starting materials: NC1=CC(=C(C=C1)NC(C)=O)OCC1=CC=CC=C1 (N-(4-Amino-2-benzyloxy-phenyl)-acetamide), ice water, C(=O)(OCC1C2=CC=CC=C2C2=CC=CC=C12)Cl (Fmoc-Cl), C(C)N(C(C)C)C(C)C (iPr2EtN). Solvent: C1CCOC1 (THF). Run at temperature 80 celsius. Yields the product C1=CC=CC=2C3=CC=CC=C3C(C12)COC(NC1=CC(=C(C=C1)NC(C)=O)OCC1=CC=CC=C1)=O ((4-Acetylamino-3-benzyloxy-phenyl)-carbamic acid 9H-fluoren-9-ylmethyl ester). The yield is 53.6%. RXN SMILES: [NH2:1][C:2]1[CH:7]=[CH:6][C:5]([NH:8][C:9](=[O:11])[CH3:10])=[C:4]([O:12][CH2:13][C:14]2[CH:19]=[CH:18][CH:17]=[CH:16][CH:15]=2)[CH:3]=1.[C:20](Cl)([O:22][CH2:23][CH:24]1[C:36]2[C:31](=[CH:32][CH:33]=[CH:34][CH:35]=2)[C:30]2[C:25]1=[CH:26][CH:27]=[CH:28][CH:29]=2)=[O:21].C(N(C(C)C)C(C)C)C>C1COCC1>[CH:35]1[C:36]2[CH:24]([CH2:23][O:22][C:20](=[O:21])[NH:1][C:2]3[CH:7]=[CH:6][C:5]([NH:8][C:9](=[O:11])[CH3:10])=[C:4]([O:12][CH2:13][C:14]4[CH:19]=[CH:18][CH:17]=[CH:16][CH:15]=4)[CH:3]=3)[C:25]3[C:30](=[CH:29][CH:28]=[CH:27][CH:26]=3)[C:31]=2[CH:32]=[CH:33][CH:34]=1. Procedure: N-(4-Amino-2-benzyloxy-phenyl)-acetamide (419) (3 g, 11.72 mmol) and Fmoc-Cl (3.1 g, 12 mmol) were combined and dissolved in THF (60 mL). iPr2EtN (18 mmol, 1.2 equiv.) was added and the mixture was heated to 80° C. for 15 minutes while stirring. TLC indicated complete reaction at this point. The mixture was poured into ice-water (500 mL) and a white solid precipitated. The solid was collected by filtration under reduced pressure followed by drying under high vacuum to give the desired product (4... Reactants: C(C)(=O)[O-].[NH4+] (Ammonium acetate), CC#N (CH3CN). Reaction conditions: time 2.6 minute. Yields the product C1CCOC1.O1CCCC1 (THF tetrahydrofuran). As a reaction SMILES: [C:1]([O-:4])(=[O:3])[CH3:2].[NH4+].[CH3:6][C:7]#N>>[CH2:2]1[CH2:1][O:4][CH2:7][CH2:6]1.[O:3]1[CH2:7][CH2:6][CH2:2][CH2:1]1 |f:0.1,3.4|. Procedure details: Analytical HPLC/MS Analytical HPLC/MS was performed on a system consisting of a Waters Acquity UPLC, Waters Micromass LCT Premier XE mass spectrometer, Waters Acquity PDA. Column: Acquity UPLC HSS T3 1.8 μm; 2.1×50 mm; solventsystem: A=10 mM Ammonium acetate+0.1% HCOOH and B═CH3CN+0.1% HCOOH; flow rate=0.7 mL/min; method (4.8 min): Linear gradient method going from 1% B to 95% B in 2.6 minutes and staying at 95% B for 1.2 minute. General Procedure of Preparation: Starting materials: [Br-], C[Mg+], COc1ccc(COc2cccc(F)c2C(=O)N(C)OC)cc1, C1CCOC1. Yields the product COc1ccc(COc2cccc(F)c2C(C)=O)cc1. As a reaction SMILES: [Br-:24].[CH3:25][Mg+:26].[F:1][c:2]1[c:3]([C:4](=[O:5])[N:6]([O:7][CH3:8])[CH3:9])[c:10]([O:14][CH2:15][c:16]2[cH:17][cH:18][c:19]([O:22][CH3:23])[cH:20][cH:21]2)[cH:11][cH:12][cH:13]1.[O:27]1[CH2:28][CH2:29][CH2:30][CH2:31]1>>[F:1][c:2]1[c:3]([C:4](=[O:5])[CH3:25])[c:10]([O:14][CH2:15][c:16]2[cH:17][cH:18][c:19]([O:22][CH3:23])[cH:20][cH:21]2)[cH:11][cH:12][cH:13]1. The reactants are C(C1=CC=CC=C1)N1C[C@H]([C@@H](CC1)C=1C=C(C(=O)OCC)C=CC1)C (Ethyl 3-[(3S,4R)-1-benzyl-3-methylpiperidin-4-yl]benzoate), Cl (HCl). The reagents and catalysts are [Pd] (palladium on carbon). The solvent is CCO (EtOH). The product is C[C@@H]1CNCC[C@H]1C=1C=C(C(=O)OCC)C=CC1 (ethyl 3-[(3S,4R)-3-methylpiperidin-4-yl]benzoate). Yield: 109.0%. RXN SMILES: C([N:8]1[CH2:13][CH2:12][C@@H:11]([C:14]2[CH:15]=[C:16]([CH:22]=[CH:23][CH:24]=2)[C:17]([O:19][CH2:20][CH3:21])=[O:18])[C@H:10]([CH3:25])[CH2:9]1)C1C=CC=CC=1.Cl>CCO.[Pd]>[CH3:25][C@H:10]1[C@H:11]([C:14]2[CH:15]=[C:16]([CH:22]=[CH:23][CH:24]=2)[C:17]([O:19][CH2:20][CH3:21])=[O:18])[CH2:12][CH2:13][NH:8][CH2:9]1. Procedure details: Ethyl 3-[(3S,4R)-1-benzyl-3-methylpiperidin-4-yl]benzoate (9 g, 26.7 mmol) was dissolved in EtOH:1M HCl (1:1, 160 mL) and was hydrogenated at 50 psi in the presence of a catalytic amount of palladium on carbon (1 g) for 36 hr. Palladium was filtered through a celite plug and the filtrate was evaporated to dryness to give 7.2 g of ethyl 3-[(3S,4R)-3-methylpiperidin-4-yl]benzoate as an HCl salt. Reactants: C(Cl)(Cl)Cl (Chloroform), aqueous solution, [OH-].[Na+] (sodium hydroxide), Cl (hydrochloric acid), C(CC(C)C)OC=1C=C(C(=O)C=2C=CC(=C(C2)CC(=O)OCCC(C)C)OCCC(C)C)C=CC1OCCC(C)C (isopentyl 2-[5-(3,4-diisopentyloxybenzoyl)-2-isopentyloxyphenyl]acetate). The solvent is O (water), C(C)O (ethanol). Conditions: temperature 50 celsius, time 1 hour. The product is C(CC(C)C)OC=1C=C(C(=O)C=2C=CC(=C(C2)CC(=O)O)OCCC(C)C)C=CC1OCCC(C)C (2-[5-(3,4-diisopentyloxybenzoyl)-2-isopentyloxyphenyl]acetic acid). Yield: 83.6%. RXN SMILES: [CH2:1]([O:6][C:7]1[CH:8]=[C:9]([CH:33]=[CH:34][C:35]=1[O:36][CH2:37][CH2:38][CH:39]([CH3:41])[CH3:40])[C:10]([C:12]1[CH:13]=[CH:14][C:15]([O:27][CH2:28][CH2:29][CH:30]([CH3:32])[CH3:31])=[C:16]([CH2:18][C:19]([O:21]CCC(C)C)=[O:20])[CH:17]=1)=[O:11])[CH2:2][CH:3]([CH3:5])[CH3:4].[OH-].[Na+].C(Cl)(Cl)Cl.Cl>C(O)C.O>[CH2:1]([O:6][C:7]1[CH:8]=[C:9]([CH:33]=[CH:34][C:35]=1[O:36][CH2:37][CH2:38][CH:39]([CH3:41])[CH3:40])[C:10]([C:12]1[CH:13]=[CH:14][C:15]([O:27][CH2:28][CH2:29][CH:30]([CH3:31])[CH3:32])=[C:16]([CH2:18][C:19]([OH:21])=[O:20])[CH:17]=1)=[O:11])[CH2:2][CH:3]([CH3:4])[CH3:5] |f:1.2|. Procedure details: In 12 ml of ethanol is dissolved 1.20 g of isopentyl 2-[5-(3,4-diisopentyloxybenzoyl)-2-isopentyloxyphenyl]acetate. After adding 0.6 ml of 5 mol/L aqueous solution of sodium hydroxide, the mixture is stirred at 50° C. for one hour. Chloroform and water are added to the reaction mixture, pH is adjusted to 2 with 6 mol/L hydrochloric acid, and the organic layer is separated. The organic layer is washed with water and saturated aqueous solution of sodium chloride successively, and the solvent is di... Reactants: F[C@@]12[C@]3(C=CC(C=C3CC[C@H]1[C@@H]1C[C@@H]([C@](C(CS)=O)([C@]1(C[C@@H]2O)C)O)C)=O)C (9-fluoro-11β,17-dihydroxy-16β-methylpregna-1,4-diene-3,20-dione-21-thiol), C(=O)N[C@@H](CCSC)C(=O)O (N-formyl-L-methionine). Product: F[C@@]12[C@]3(C=CC(C=C3CC[C@H]1[C@@H]1C[C@@H]([C@](C(CSC(C(CC)NC=O)=O)=O)([C@]1(C[C@@H]2O)C)O)C)=O)C (9-Fluoro-21-(2-formylamino-1-oxobutylthio)-11β,17-dihydroxy-16β-methylpregna-1,4-diene-3,20-dione). The yield is 43.9%. Reaction SMILES: [F:1][C@:2]12[C@@H:22]([OH:23])[CH2:21][C@@:20]3([CH3:24])[C@@H:12]([CH2:13][C@H:14]([CH3:26])[C@:15]3([OH:25])[C:16](=[O:19])[CH2:17][SH:18])[C@@H:11]1[CH2:10][CH2:9][C:8]1[C@:3]2([CH3:28])[CH:4]=[CH:5][C:6](=[O:27])[CH:7]=1.[CH:29]([NH:31][C@H:32]([C:37](O)=[O:38])[CH2:33][CH2:34]SC)=[O:30]>>[F:1][C@:2]12[C@@H:22]([OH:23])[CH2:21][C@@:20]3([CH3:24])[C@@H:12]([CH2:13][C@H:14]([CH3:26])[C@:15]3([OH:25])[C:16](=[O:19])[CH2:17][S:18][C:37](=[O:38])[CH:32]([NH:31][CH:29]=[O:30])[CH2:33][CH3:34])[C@@H:11]1[CH2:10][CH2:9][C:8]1[C@:3]2([CH3:28])[CH:4]=[CH:5][C:6](=[O:27])[CH:7]=1. Reported procedure: The title compound (0.28 gm) was prepared from 9-fluoro-11β,17-dihydroxy-16β-methylpregna-1,4-diene-3,20-dione-21-thiol (0.5 gm) and N-formyl-L-methionine (0.76 gm) in the same manner as in Synthetic Example 1.